From a dataset of the Open Reaction Database (ORD), a public repository of structured organic reaction records. describe an organic reaction: reactants, conditions, products, and yield Reactants: CS(=O)(=O)[O-] (methanesulfonate), NC1=C2N=C(N(C2=NC(=N1)C#CC1(CCCCC1)O)C)C1=CC(=CC=C1)F (1-{2-[6-amino-8-(3-fluorophenyl)-9-methyl-9H-2-purinyl]-1-ethynyl}-1-cyclohexanol), isoamyl nitride. The solvent is O1CCCC1 (tetrahydrofuran). The product is FC=1C=C(C=CC1)C=1N(C2=NC(=NC=C2N1)C#CC1(CCCCC1)O)C (1-{2-[8-(3-fluorophenyl)-9-methyl-9H-2-purinyl]-1-ethynyl}-1-cyclohexanol). As a reaction SMILES: CS([O-])(=O)=O.N[C:7]1[N:15]=[C:14]([C:16]#[C:17][C:18]2([OH:24])[CH2:23][CH2:22][CH2:21][CH2:20][CH2:19]2)[N:13]=[C:12]2[C:8]=1[N:9]=[C:10]([C:26]1[CH:31]=[CH:30][CH:29]=[C:28]([F:32])[CH:27]=1)[N:11]2[CH3:25]>O1CCCC1>[F:32][C:28]1[CH:27]=[C:26]([C:10]2[N:11]([CH3:25])[C:12]3[C:8]([N:9]=2)=[CH:7][N:15]=[C:14]([C:16]#[C:17][C:18]2([OH:24])[CH2:19][CH2:20][CH2:21][CH2:22][CH2:23]2)[N:13]=3)[CH:31]=[CH:30][CH:29]=1. Procedure details: A methanesulfonate (470 mg) prepared from 1-{2-[6-amino-8-(3-fluorophenyl)-9-methyl-9H-2-purinyl]-1-ethynyl}-1-cyclohexanol by a conventional method was dissolved in 25 ml of tetrahydrofuran, 0.44 ml of isoamyl nitride was added thereto and the mixture was heated under reflux for 1 hour. The reaction solution was concentrated to dryness and purified by a silica gel column (eluting with dichloromethane:methanol=95:5) to give 20 mg of the title compound. The reactants are CC([O-])C.CC([O-])C.CC([O-])C.[Al+3] (aluminum tri-isopropoxide), C(CCCCCO)O (hexylene glycol), C(C)(C)O (isopropyl alcohol). Conditions: temperature 125 celsius. Yields the product C(CCCCC(C)C)O (Isooctyl Alcohol). Reaction SMILES: [CH3:1][CH:2]([CH3:4])[O-].[CH3:5][CH:6]([CH3:8])[O-].CC(C)[O-].[Al+3].C(O)CCCCCO.[CH:22]([OH:25])([CH3:24])C>>[CH2:22]([OH:25])[CH2:24][CH2:1][CH2:2][CH2:4][CH:6]([CH3:8])[CH3:5] |f:0.1.2.3|. Procedure details: With the apparatus of Example 1, 174.2 grams aluminum tri-isopropoxide was charged, followed by 94.4 grams of isooctyl acohol and 108.4 grams of hexylene glycol. The mixture was heated with agitation to 90° C. where isopropyl alcohol began distilling off. A high boiling petroleum solvent was added and the material was heated to 125° C. where vacuum was applied to remove the remaining isopropyl alcohol. The material was cooled and adjusted to a final active solids content of 48% by addition of mo... Reactants: FC1=C(C=C(C=C1)Br)OC1=CC=CC=C1 (4-fluoro-3-phenoxyphenyl bromide), [Mg] (magnesium), C(C)(=O)OCC(=CC1(CC1)C1=CC=C(C=C1)OC(F)(F)F)F (1-(3-Acetoxy-2-fluoroprop-1-enyl)-1-(4-trifluoromethoxyphenyl)cyclopropane), Grignard reagent. Solvent: O1CCCC1 (tetrahydrofuran). The product is FC(=CC1(CC1)C1=CC=C(C=C1)OC(F)(F)F)CC1=CC(=C(C=C1)F)OC1=CC=CC=C1 (1-(2-fluoro-3-(4-fluoro-3-phenoxy-phenyl)prop-1-enyl)-1-(4-trifluoromethoxy phenyl) cyclopropane). Yield: 21.0%. As a reaction SMILES: [F:1][C:2]1[CH:7]=[CH:6][C:5](Br)=[CH:4][C:3]=1[O:9][C:10]1[CH:15]=[CH:14][CH:13]=[CH:12][CH:11]=1.[Mg].C(O[CH2:21][C:22]([F:38])=[CH:23][C:24]1([C:27]2[CH:32]=[CH:31][C:30]([O:33][C:34]([F:37])([F:36])[F:35])=[CH:29][CH:28]=2)[CH2:26][CH2:25]1)(=O)C>O1CCCC1>[F:38][C:22]([CH2:21][C:5]1[CH:6]=[CH:7][C:2]([F:1])=[C:3]([O:9][C:10]2[CH:15]=[CH:14][CH:13]=[CH:12][CH:11]=2)[CH:4]=1)=[CH:23][C:24]1([C:27]2[CH:32]=[CH:31][C:30]([O:33][C:34]([F:35])([F:36])[F:37])=[CH:29][CH:28]=2)[CH2:26][CH2:25]1. Reported procedure: The method of Example 25 was repeated using a Grignard reagent, prepared from 4-fluoro-3-phenoxyphenyl bromide (0.27 g), tetrahydrofuran (2 ml) and magnesium (21 mg) and 1-(3-acetoxy-2-fluoroprop-1-enyl)-1-(4-trifluoro-methoxyphenyl) cyclopropane (Example 19) (0.1 g). The residue after evaporation was purified by preparative thin layer chromatography (solvent: diethyl ether/hexane; 1:9) and then preparative high performance liquid chromatography (column: C18; solvent: methanol; flow rate: 3 ml/m... Reactants: C1CCOC1 (THF), FeF3.3H2O, [Cl-].C(C)(C)C1=C(C(=CC=C1)C(C)C)[NH+]1CN(CC1)C1=C(C=CC=C1C(C)C)C(C)C (1,3-bis(2,6-diisopropylphenyl)imidazolinium chloride), FC1=CC=C(C=C1)[Mg]Br (4-fluorophenylmagnesium bromide), C(CCC)C1=CC=C(C=C1)Cl (4-butylchlorobenzene). Run in CCCCC (pentane). Run at time 24 hour. The product is C(CCC)C1=CC=C(C=C1)C1=CC=C(C=C1)F (4-butyl-4′-fluorobiphenyl). Yield: 87.0%. Reaction SMILES: C1COCC1.[F:6][C:7]1[CH:12]=[CH:11][C:10]([Mg]Br)=[CH:9][CH:8]=1.[CH2:15]([C:19]1[CH:24]=[CH:23][C:22](Cl)=[CH:21][CH:20]=1)[CH2:16][CH2:17][CH3:18].[Cl-].C(C1C=CC=C(C(C)C)C=1[NH+]1CCN(C2C(C(C)C)=CC=CC=2C(C)C)C1)(C)C>CCCCC>[CH2:15]([C:19]1[CH:24]=[CH:23][C:22]([C:10]2[CH:11]=[CH:12][C:7]([F:6])=[CH:8][CH:9]=2)=[CH:21][CH:20]=1)[CH2:16][CH2:17][CH3:18] |f:3.4|. Reported procedure: Using a THF solution of 4-fluorophenylmagnesium bromide (1.46 mL, 1.03 M, 1.5 mmol), 4-butylchlorobenzene (168.7 mg, 1.0 mmol), FeF3.3H2O (6.68 mg, 0.04 mmol) and 1,3-bis(2,6-diisopropylphenyl)imidazolinium chloride (51.2 mg, 0.12 mmol) as starting materials, the reaction was performed at a scale of 1.0 mmol at 60° C. for 24 hours in the same manner as in Example 2. After performing silica gel column chromatography (pentane), the above compound was obtained as a white solid (0.199 g, yield=87%, ... Starting materials: ClC1=C(C=C(C=C1)Cl)[N+](=O)[O-] (2,5-dichloro-1-nitrobenzene), C([O-])([O-])=O.[K+].[K+] (potassium carbonate), C(C)C(CN)CC (2-ethylbutylamine), ice water. Reagents/catalysts: C1COCCOCCOCCOCCOCCO1 (18-crown-6). The solvent is CN(C=O)C (dimethylformamide). Product: ClC1=CC(=C(NCC(CC)CC)C=C1)[N+](=O)[O-] (4-Chloro-N-(2-ethylbutyl)-2-nitroaniline). The yield is 62.6%. RXN SMILES: Cl[C:2]1[CH:7]=[CH:6][C:5]([Cl:8])=[CH:4][C:3]=1[N+:9]([O-:11])=[O:10].C(=O)([O-])[O-].[K+].[K+].[CH2:18]([CH:20]([CH2:23][CH3:24])[CH2:21][NH2:22])[CH3:19]>CN(C)C=O.C1OCCOCCOCCOCCOCCOC1>[Cl:8][C:5]1[CH:6]=[CH:7][C:2]([NH:22][CH2:21][CH:20]([CH2:23][CH3:24])[CH2:18][CH3:19])=[C:3]([N+:9]([O-:11])=[O:10])[CH:4]=1 |f:1.2.3|. Reported procedure: 50.0 g (0.26 mol) of 2,5-dichloro-1-nitrobenzene, 71.9 g (0.52 mol) of potassium carbonate, 45.6 g (0.455 mol) of 2-ethylbutylamine and 0.5 g of 18-crown-6 in 250 ml of dimethylformamide were heated at 80° C. for 4 h. The mixture was then poured into a large quantity of ice-water, and the precipitate was filtered off with suction, dried and recrystallized from methanol to yield 41.8 g (63%) of the product. Starting materials: CC(C)=O, COCOCC(O)c1ncc(S(N)(=O)=O)s1. Product: COCOCC(=O)c1ncc(S(N)(=O)=O)s1. RXN SMILES: [CH3:17][C:18](=[O:19])[CH3:20].[OH:1][CH:2]([CH2:3][O:4][CH2:5][O:6][CH3:7])[c:8]1[s:9][c:10]([S:13](=[O:14])(=[O:15])[NH2:16])[cH:11][n:12]1>>[O:1]=[C:2]([CH2:3][O:4][CH2:5][O:6][CH3:7])[c:8]1[s:9][c:10]([S:13](=[O:14])(=[O:15])[NH2:16])[cH:11][n:12]1. The reactants are OCCBr, Cc1ccc(O)c(I)n1, [Na+], [OH-]. The product is Cc1ccc(OCCO)c(I)n1. Reaction SMILES: [Br:10][CH2:11][CH2:12][OH:13].[I:1][c:2]1[n:3][c:4]([CH3:9])[cH:5][cH:6][c:7]1[OH:8].[Na+:15].[OH-:14]>>[I:1][c:2]1[n:3][c:4]([CH3:9])[cH:5][cH:6][c:7]1[O:8][CH2:11][CH2:12][OH:13]. The reactants are [OH-].[Na+] (sodium hydroxide), ice, [N+](=O)([O-])[O-].[K+] (Potassium nitrate), COC1=C(C=CC=C1)N1CCNCC1 (1-(2-methoxyphenyl)piperazine). Run in S(O)(O)(=O)=O (sulphuric acid), S(O)(O)(=O)=O (sulphuric acid). Reaction conditions: time 18 hour. Product: COC1=C(C=C(C=C1)[N+](=O)[O-])N1CCNCC1 (1-(2-Methoxy-5-nitrophenyl)piperazine). Reaction SMILES: [CH3:1][O:2][C:3]1[CH:8]=[CH:7][CH:6]=[CH:5][C:4]=1[N:9]1[CH2:14][CH2:13][NH:12][CH2:11][CH2:10]1.[N+:15]([O-])([O-:17])=[O:16].[K+].[OH-].[Na+]>S(=O)(=O)(O)O>[CH3:1][O:2][C:3]1[CH:8]=[CH:7][C:6]([N+:15]([O-:17])=[O:16])=[CH:5][C:4]=1[N:9]1[CH2:14][CH2:13][NH:12][CH2:11][CH2:10]1 |f:1.2,3.4|. Procedure: A solution of 5M sulphuric acid (114 ml) was added over 0.3 h to 1-(2-methoxyphenyl)piperazine (110 g) at 0° C. with stirring. To the ice-cooled stirred slurry was then added, over 1.75 h, concentrated sulphuric acid (560 ml) and the temperature was maintained for a further 1.5 h. Potassium nitrate (71.5 g) was then added portionwise over 1.5 h to the stirred, cold, viscous mixture which was then left to stand for 18 h. The solution was poured onto ice (2 Kg) and the resulting cooled mixture bro...